From a dataset of the Open Reaction Database (ORD), a public repository of structured organic reaction records. describe an organic reaction: reactants, conditions, products, and yield Reactants: CC(C)CC1CC(c2onc(C(CCO[Si](c3ccccc3)(c3ccccc3)C(C)(C)C)CC(=O)OC(C)(C)C)c2C2CC2)C1, CC(=O)O, CCCC[N+](CCCC)(CCCC)CCCC, [F-], C1CCOC1, O. Yields the product CC(C)CC1CC(c2onc(C(CCO)CC(=O)OC(C)(C)C)c2C2CC2)C1. As a reaction SMILES: [C:1]([Si:2]([c:3]1[cH:4][cH:5][cH:34][cH:35][cH:36]1)([O:6][CH2:7][CH2:8][CH:9]([CH2:10][C:11](=[O:12])[O:13][C:14]([CH3:15])([CH3:16])[CH3:17])[c:18]1[n:19][o:20][c:21]([CH:26]2[CH2:27][CH:28]([CH2:30][CH:31]([CH3:32])[CH3:33])[CH2:29]2)[c:22]1[CH:23]1[CH2:24][CH2:25]1)[c:37]1[cH:38][cH:39][cH:40][cH:41][cH:42]1)([CH3:43])([CH3:44])[CH3:45].[C:70]([OH:71])(=[O:72])[CH3:73].[CH3:52][CH2:53][CH2:54][CH2:55][N+:56]([CH2:57][CH2:58][CH2:59][CH3:60])([CH2:61][CH2:62][CH2:63][CH3:64])[CH2:65][CH2:66][CH2:67][CH3:68].[F-:51].[O:46]1[CH2:47][CH2:48][CH2:49][CH2:50]1.[OH2:69]>>[OH:6][CH2:7][CH2:8][CH:9]([CH2:10][C:11](=[O:12])[O:13][C:14]([CH3:15])([CH3:16])[CH3:17])[c:18]1[n:19][o:20][c:21]([CH:26]2[CH2:27][CH:28]([CH2:30][CH:31]([CH3:32])[CH3:33])[CH2:29]2)[c:22]1[CH:23]1[CH2:24][CH2:25]1.